Dataset: the Open Reaction Database (ORD), a public repository of structured organic reaction records. Task: describe an organic reaction: reactants, conditions, products, and yield Starting materials: C#CCBr, CN(C)C=O, O=[N+]([O-])c1cc2cnn(-c3c(Cl)cc(C(F)(F)F)cc3Cl)c2cc1O, [H-], [Na+], O. Product: C#CCOc1cc2c(cnn2-c2c(Cl)cc(C(F)(F)F)cc2Cl)cc1[N+](=O)[O-]. RXN SMILES: [CH2:28]([C:29]#[CH:30])[Br:31].[CH3:33][N:34]([CH3:35])[CH:36]=[O:37].[Cl:1][c:2]1[c:3](-[n:13]2[n:14][cH:15][c:16]3[cH:17][c:18]([N+:23](=[O:24])[O-:25])[c:19]([OH:22])[cH:20][c:21]23)[c:4]([Cl:12])[cH:5][c:6]([C:8]([F:9])([F:10])[F:11])[cH:7]1.[H-:26].[Na+:27].[OH2:32]>>[Cl:1][c:2]1[c:3](-[n:13]2[n:14][cH:15][c:16]3[cH:17][c:18]([N+:23](=[O:24])[O-:25])[c:19]([O:22][CH2:30][C:29]#[CH:28])[cH:20][c:21]23)[c:4]([Cl:12])[cH:5][c:6]([C:8]([F:9])([F:10])[F:11])[cH:7]1. Starting materials: C1(CCC2=CC=CC=C12)N (2,3-dihydro-1H-inden-1-amine), C(=O)(Cl)Cl (phosgene), Cl.CN1CCN(CC1)C1=NC(=NC(=C1)C1=CC=C2CCNCC2=C1)N (4-(4-methylpiperazin-1-yl)-6-(1,2,3,4-tetrahydroisoquinolin-7-yl)pyrimidin-2-amine HCl salt). Product: NC1=NC(=CC(=N1)C1=CC=C2CCN(CC2=C1)C(=O)NC1CCC2=CC=CC=C12)N1CCN(CC1)C (7-[2-Amino-6-(4-methylpiperazin-1-yl)pyrimidin-4-yl]-N-(2,3-dihydro-1H-inden-1-yl)-3,4-dihydroisoquinoline-2(1H)-carboxamide). As a reaction SMILES: [CH:1]1([NH2:10])[C:9]2[C:4](=[CH:5][CH:6]=[CH:7][CH:8]=2)[CH2:3][CH2:2]1.[C:11](Cl)(Cl)=[O:12].Cl.[CH3:16][N:17]1[CH2:22][CH2:21][N:20]([C:23]2[CH:28]=[C:27]([C:29]3[CH:38]=[C:37]4[C:32]([CH2:33][CH2:34][NH:35][CH2:36]4)=[CH:31][CH:30]=3)[N:26]=[C:25]([NH2:39])[N:24]=2)[CH2:19][CH2:18]1>>[NH2:39][C:25]1[N:26]=[C:27]([C:29]2[CH:38]=[C:37]3[C:32]([CH2:33][CH2:34][N:35]([C:11]([NH:10][CH:1]4[C:9]5[C:4](=[CH:5][CH:6]=[CH:7][CH:8]=5)[CH2:3][CH2:2]4)=[O:12])[CH2:36]3)=[CH:31][CH:30]=2)[CH:28]=[C:23]([N:20]2[CH2:19][CH2:18][N:17]([CH3:16])[CH2:22][CH2:21]2)[N:24]=1 |f:2.3|. Reported procedure: This compound was prepared by using procedures analogous to those described for the synthesis of Example 40 starting from 2,3-dihydro-1H-inden-1-amine (Aldrich, Cat. #A59506), phosgene and 4-(4-methylpiperazin-1-yl)-6-(1,2,3,4-tetrahydroisoquinolin-7-yl)pyrimidin-2-amine HCl salt. Analytic LCMS (M+H)+: m/z=484.2. The reactants are C1(=CC=C(C=C1)CCCC(=O)O)C (4-(p-tolyl)butyric acid), FC(C(=O)OC(C(F)(F)F)=O)(F)F (trifluoroacetic anhydride). Solvent: C1=CC=CC=C1 (benzene). The product is C(C)(=O)OC1=CC=CC2=CC=C(C=C12)C (1-Acetoxy-7-methylnaphthalene). As a reaction SMILES: [C:1]1([CH3:13])[CH:6]=[CH:5][C:4]([CH2:7][CH2:8][CH2:9][C:10]([OH:12])=O)=[CH:3][CH:2]=1.F[C:15](F)(F)[C:16](OC(=O)C(F)(F)F)=[O:17]>C1C=CC=CC=1>[C:16]([O:12][C:10]1[C:3]2[C:4](=[CH:5][CH:6]=[C:1]([CH3:13])[CH:2]=2)[CH:7]=[CH:8][CH:9]=1)(=[O:17])[CH3:15]. Procedure details: To a 2 liter round-bottomed flask equipped with condenser and a nitrogen inlet were added 98.3 grams (0.552 mol) 4-(p-tolyl)butyric acid and 900 mL dry benzene. After the acid had dissolved, 132.6 mL (0.939 mol) trifluoroacetic anhydride was added dropwise over 35 minutes. The reaction was then refluxed for 20 hours (starting material confirmed to be consumed by thin layer chromatography (tlc), Rf 0.1 to 0.6 (DNP +ve) in 2/1 ethyl acetate (EtOAc)/hexane) cooled, and evaporated to remove most of ... The reactants are C(C1=CC=CC=C1)OCC(=N)N (2-(benzyloxy)acetamidine), C(C)OC=C(C(=O)OCC)C(=O)OCC (diethyl 2-(ethoxymethylene)malonate), [Na] (Sodium). The solvent is CCO (EtOH). The product is C(C1=CC=CC=C1)OCC1=NC=C(C(=N1)O)C(=O)OCC (Ethyl 2-(benzyloxymethyl)-4-hydroxypyrimidine-5-carboxylate). As a reaction SMILES: [Na].[CH2:2]([O:9][CH2:10][C:11]([NH2:13])=[NH:12])[C:3]1[CH:8]=[CH:7][CH:6]=[CH:5][CH:4]=1.C([O:16][CH:17]=[C:18]([C:24](OCC)=O)[C:19]([O:21][CH2:22][CH3:23])=[O:20])C>CCO>[CH2:2]([O:9][CH2:10][C:11]1[N:13]=[C:17]([OH:16])[C:18]([C:19]([O:21][CH2:22][CH3:23])=[O:20])=[CH:24][N:12]=1)[C:3]1[CH:8]=[CH:7][CH:6]=[CH:5][CH:4]=1 |^1:0|. Procedure details: Sodium (4.6 g, 200 mmol) was added to EtOH (500 mL) and the mixture was stirred until a clear solution was obtained. Then, step B product, 2-c, (20.1 g, 100 mmol) and diethyl 2-(ethoxymethylene)malonate (21.6 g, 100 mmol) were added to the clear mixture, respectively. The reaction mixture was refluxed overnight and then concentrated under vacuum, washed with EA. The wet cake was then dried to afford compound 2-d (40.0 g, crude). LC-MS: (M+H)+ 289. The crude was directly used to next step without... Reported procedure: The product from Example 68B and (4-chlorophenyl)acetyl chloride were processed using a method similar to that described in Example 4C to afford the title compound. 1H NMR (500 MHz, CDCl3) δ ppm 8.67-8.69 (m, 1H), 8.43 (d, J=8.0 Hz, 1H), 8.22-8.24 (bs, 1H), 8.00-8.04 (m, 2H), 7.90-7.97 (m, 1H), 7.82-7.87 (m, 1H), 7.66-7.70 (m, 1H), 7.54-7.58 (m, 2H), 7.33-7.36 (m, 2H), 7.24-7.30 (m, 2H), 3.71-3.74 (bs, 2H); MS (APCI+) M/Z 454 (M+H)+. Product: ClC1=CC=C(C=C1)CC(=O)NN1C(C2=CC=CC=C2C(=N1)S(=O)(=O)C1=CC=CC=C1)=O (2-(4-chlorophenyl)-N-[1-oxo-4-(phenylsulfonyl)phthalazin-2(1H)-yl]acetamide). RXN SMILES: [NH2:1][N:2]1[N:11]=[C:10]([S:12]([C:15]2[CH:20]=[CH:19][CH:18]=[CH:17][CH:16]=2)(=[O:14])=[O:13])[C:9]2[C:4](=[CH:5][CH:6]=[CH:7][CH:8]=2)[C:3]1=[O:21].[Cl:22][C:23]1[CH:28]=[CH:27][C:26]([CH2:29][C:30](Cl)=[O:31])=[CH:25][CH:24]=1>>[Cl:22][C:23]1[CH:28]=[CH:27][C:26]([CH2:29][C:30]([NH:1][N:2]2[N:11]=[C:10]([S:12]([C:15]3[CH:16]=[CH:17][CH:18]=[CH:19][CH:20]=3)(=[O:14])=[O:13])[C:9]3[C:4](=[CH:5][CH:6]=[CH:7][CH:8]=3)[C:3]2=[O:21])=[O:31])=[CH:25][CH:24]=1. Reactants: NN1C(C2=CC=CC=C2C(=N1)S(=O)(=O)C1=CC=CC=C1)=O (2-amino-4-(phenylsulfonyl)phthalazin-1(2H)-one), ClC1=CC=C(C=C1)CC(=O)Cl ((4-chlorophenyl)acetyl chloride).